From a dataset of the Open Reaction Database (ORD), a public repository of structured organic reaction records. describe an organic reaction: reactants, conditions, products, and yield Starting materials: [BH3-]C#N, O=C([O-])[O-], O=C([O-])O, C=Cc1cc(C#Cc2ccc(CC(=O)OC)cc2)cc2c1C(=O)CCC2(C)C, CI, CC#N, CCOCC, CC(=O)O, NC1CC1, ClCCl, [K+], [K+], [Na+], [Na+], O. Yields the product C=Cc1cc(C#Cc2ccc(CC(=O)OC)cc2)cc2c1C(N(C)C1CC1)CCC2(C)C. RXN SMILES: [C:33]([BH3-:34])#[N:35].[C:37](=[O:38])([O-:39])[O-:40].[C:52](=[O:53])([OH:54])[O-:55].[CH3:1][O:2][C:3]([CH2:4][c:5]1[cH:6][cH:7][c:8]([C:11]#[C:12][c:13]2[cH:14][c:15]3[c:20]([c:21]([CH:23]=[CH2:24])[cH:22]2)[C:19](=[O:25])[CH2:18][CH2:17][C:16]3([CH3:26])[CH3:27])[cH:9][cH:10]1)=[O:28].[CH3:43][I:44].[CH3:48][C:49]#[N:50].[CH3:57][CH2:58][O:59][CH2:60][CH3:61].[CH3:62][C:63](=[O:64])[OH:65].[CH:29]1([NH2:32])[CH2:30][CH2:31]1.[Cl:45][CH2:46][Cl:47].[K+:41].[K+:42].[Na+:36].[Na+:56].[OH2:51]>>[CH3:1][O:2][C:3]([CH2:4][c:5]1[cH:6][cH:7][c:8]([C:11]#[C:12][c:13]2[cH:14][c:15]3[c:20]([c:21]([CH:23]=[CH2:24])[cH:22]2)[CH:19]([N:32]([CH:29]2[CH2:30][CH2:31]2)[CH3:33])[CH2:18][CH2:17][C:16]3([CH3:26])[CH3:27])[cH:9][cH:10]1)=[O:28].